This data is from the Open Reaction Database (ORD), a public repository of structured organic reaction records. The task is: describe an organic reaction: reactants, conditions, products, and yield Reactants: C(#C)C1(CCCCC1)O (1-Ethynylcyclohexan-1-ol), ice water, C(C)(=O)OC(C)=O (acetic anhydride), S(O)(O)(=O)=O (sulfuric acid), C(C)(=O)OC1(CCCCC1)C#C (1-acetoxy-1-ethynylcyclohexane), CCOCC (ether). Product: C(C)(=O)C(CCCCCCC(=O)O)CC#CC1(CCCCC1)O (8-Acetyl-11-(1-hydroxycyclohexyl)-10-undecynoic Acid). RXN SMILES: [C:1]([C:3]1([OH:9])[CH2:8][CH2:7][CH2:6][CH2:5][CH2:4]1)#[CH:2].[C:10]([O:13]C(=O)C)(=[O:12])C.S(=O)(=O)(O)O.C(O[C:26]1([C:32]#[CH:33])[CH2:31][CH2:30][CH2:29][CH2:28][CH2:27]1)(=O)C.[CH3:34][CH2:35][O:36]CC>>[C:35]([CH:32]([CH2:33][C:2]#[C:1][C:3]1([OH:9])[CH2:8][CH2:7][CH2:6][CH2:5][CH2:4]1)[CH2:26][CH2:31][CH2:30][CH2:29][CH2:28][CH2:27][C:10]([OH:13])=[O:12])(=[O:36])[CH3:34]. Reported procedure: 1-Ethynylcyclohexan-1-ol (100 g., 0.8 mole) is added dropwise with stirring to a mixture of acetic anhydride (86.7 g., 0.85 mole) and sulfuric acid (0.25 ml.). The temperature of the reaction mixture is kept at 10°-12° during the addition by means of an ice bath. The mixture is then stirred without cooling for 1.5 hours. It is then poured into 300 ml. of ice water. The oily product is taken up in ether, washed with water, dilute sodium bicarbonate solution and brine and dried over sodium sulfate... Starting materials: ClC1=C(OC(C(CC)O)Cl)C=CC=C1 (1-(2-chlorophenoxy)-2-hydroxybutyl chloride), O.Cl (hydrochloride hydrate), steel, C1NCCC2=CC=CC=C12 (1,2,3,4-tetrahydroisoquinoline). Solvent: C(CCC)O (n-butanol). The product is O.Cl.ClC1=C(OCC(CCC2NCCC3=CC=CC=C23)O)C=CC=C1 (1-(2-Chlorophenoxy)-4-(1,2,3,4-tetrahydroisoquinolyl)-2-butanol Hydrochloride Hydrate). RXN SMILES: [Cl:1][C:2]1[CH:14]=[CH:13][CH:12]=[CH:11][C:3]=1[O:4][CH:5](Cl)[CH:6]([OH:9])[CH2:7][CH3:8].[CH2:15]1[C:24]2[C:19](=[CH:20][CH:21]=[CH:22][CH:23]=2)[CH2:18][CH2:17][NH:16]1.O.Cl>C(O)CCC>[OH2:4].[ClH:1].[Cl:1][C:2]1[CH:14]=[CH:13][CH:12]=[CH:11][C:3]=1[O:4][CH2:5][CH:6]([OH:9])[CH2:7][CH2:8][CH:15]1[C:24]2[C:19](=[CH:20][CH:21]=[CH:22][CH:23]=2)[CH2:18][CH2:17][NH:16]1 |f:2.3,5.6.7|. Reported procedure: A mixture of 11.8 g. (0.05 mole) of 1-(2-chlorophenoxy)-2-hydroxybutyl chloride, 13.3 g. (0.1 mole) of 1,2,3,4-tetrahydroisoquinoline and 100 ml. of n-butanol was heated in a steel bomb at 120° C. for 24 hr. The reaction mixture was filtered at room temperature, the filtrate was mixed with 200 ml. 3N hydrochloric acid and extracted twice with 100 ml. isopropyl ether. The aqueous acidic solution was made basic and extracted with isopropyl ether and treated with ethereal hydrogen chloride. Recryst... Yields the product FC(C1=CC=C(CN2CCC(CC2)[C@H]2O[C@H](C3=CC=C(C(=C3C2)OC)C)CBr)C=C1)(F)F ((1R,3S)-1-(4-Trifluoromethylbenzyl)-4-(1-bromomethyl-5-methoxy-6-methyl-isochroman-3-yl)-piperidine). Solvent: CN1CCCC1=O (NMP). Reactants: FC(C1=CC=C(CBr)C=C1)(F)F (4-trifluoromethylbenzyl bromide), BrC[C@@H]1O[C@@H](CC2=C(C(=CC=C12)C)OC)C1CCNCC1 ((1R,3S)-4-(1-bromomethyl-5-methoxy-6-methyl-isochroman-3-yl)-piperidine). RXN SMILES: [F:1][C:2]([F:12])([F:11])[C:3]1[CH:10]=[CH:9][C:6]([CH2:7]Br)=[CH:5][CH:4]=1.[Br:13][CH2:14][C@H:15]1[C:24]2[C:19](=[C:20]([O:26][CH3:27])[C:21]([CH3:25])=[CH:22][CH:23]=2)[CH2:18][C@@H:17]([CH:28]2[CH2:33][CH2:32][NH:31][CH2:30][CH2:29]2)[O:16]1>CN1C(=O)CCC1>[F:1][C:2]([F:12])([F:11])[C:3]1[CH:10]=[CH:9][C:6]([CH2:7][N:31]2[CH2:32][CH2:33][CH:28]([C@@H:17]3[CH2:18][C:19]4[C:24](=[CH:23][CH:22]=[C:21]([CH3:25])[C:20]=4[O:26][CH3:27])[C@H:15]([CH2:14][Br:13])[O:16]3)[CH2:29][CH2:30]2)=[CH:5][CH:4]=1. Reaction conditions: time 4 hour. Reported procedure: Add 4-trifluoromethylbenzyl bromide (7.2 g) and NMP (20 mL) to REM bound (1R,3S)-4-(1-bromomethyl-5-methoxy-6-methyl-isochroman-3-yl)-piperidine (2.0 g 0.78 mmol/g of loading) in a 50 mL shaking vessel. Shake the reaction mixture at room temperature overnight, filter and wash three times each with NMP, dichloromethane, methanol, and dichloromethane. To this resin add of dichloromethane (18.6 mL) and of DIEA (1.4 mL). Shake the resulting mixture at room temperature overnight, filter and wash the ... Starting materials: Cl.NC(=N)N (guanidine hydrochloride), [Na+].[Cl-] (NaCl), C[O-].[Na+] (sodium methoxide), CC1=C(C(=NO1)C1=CC=CC=C1)C(C)=O (1-(5-Methyl-3-phenyl-isoxazol-4-yl)-ethanone), COC(N(C)C)OC (dimethylformamide dimethyl acetal). Reported procedure: The above Compound 3 (17.7 g, 0.088 mol) and dimethylformamide dimethyl acetal (DMF.DMA) (160 g, 0.132 mol) were refluxed overnight. To the reaction mixture was added ethyl acetate and saturated aqueous NaCl. The organic phase was washed with saturated aqueous NaCl (twice) and dried (MgSO4). The organic solvent was removed under reduced pressure, and the crude product material was dissolved in 200 mL methanol. To the solution was added guanidine hydrochloride (10.5 g, 0.110 mol) in 100 mL methan... The yield is 41.9%. The solvent is CO (methanol), C(C)(=O)OCC (ethyl acetate), CO (methanol). RXN SMILES: [CH3:1][C:2]1[O:6][N:5]=[C:4]([C:7]2[CH:12]=[CH:11][CH:10]=[CH:9][CH:8]=2)[C:3]=1[C:13](=O)[CH3:14].[CH3:16]OC(OC)N(C)C.[Na+].[Cl-].Cl.[NH2:27][C:28]([NH2:30])=[NH:29].C[O-].[Na+]>CO.C(OCC)(=O)C>[CH3:1][C:2]1[O:6][N:5]=[C:4]([C:7]2[CH:12]=[CH:11][CH:10]=[CH:9][CH:8]=2)[C:3]=1[C:13]1[CH:14]=[CH:16][N:27]=[C:28]([NH2:30])[N:29]=1 |f:2.3,4.5,6.7|. The product is CC1=C(C(=NO1)C1=CC=CC=C1)C1=NC(=NC=C1)N (4-(5-methyl-3-phenyl-isoxazol-4-yl)-pyrimidin-2-ylamine). Starting materials: CCCCCC, C1CCOC1, COC(=O)C=CC=CC1CCC2(O)C3CCC4CC(O)CCC4(C)C3CCC12C. The product is CC12CCC(O)CC1CCC1C2CCC2(C)C(C=CC=CCO)CCC12O. As a reaction SMILES: [CH3:35][CH2:36][CH2:37][CH2:38][CH2:39][CH3:40].[O:30]1[CH2:31][CH2:32][CH2:33][CH2:34]1.[OH:1][CH:2]1[CH2:3][CH:4]2[CH2:5][CH2:6][CH:7]3[C:8]4([OH:29])[CH2:9][CH2:10][CH:11]([CH:21]=[CH:22][CH:23]=[CH:24][C:25](=[O:26])[O:27][CH3:28])[C:12]4([CH3:13])[CH2:14][CH2:15][CH:16]3[C:17]2([CH3:20])[CH2:18][CH2:19]1>>[OH:1][CH:2]1[CH2:3][CH:4]2[CH2:5][CH2:6][CH:7]3[C:8]4([OH:29])[CH2:9][CH2:10][CH:11]([CH:21]=[CH:22][CH:23]=[CH:24][CH2:25][OH:26])[C:12]4([CH3:13])[CH2:14][CH2:15][CH:16]3[C:17]2([CH3:20])[CH2:18][CH2:19]1.